Task: describe an organic reaction: reactants, conditions, products, and yield. Dataset: the Open Reaction Database (ORD), a public repository of structured organic reaction records Reactants: C(CCCC)C1=CC=C(C=C1)CC[C@@H]1CC[C@H](CC1)C#N (trans-4-[2-(p-pentylphenyl)ethyl]cyclohexanecarbonitrile), [OH-].[K+] (potassium hydroxide), C(C)O (ethanol). Run in O (water). The product is C(CCCC)C1=CC=C(C=C1)CC[C@@H]1CC[C@H](CC1)C(=O)O (trans-4-[2-(p-pentylphenyl)ethyl]cyclohexanecarboxylic acid). Isolated yield 81.0%. RXN SMILES: [CH2:1]([C:6]1[CH:11]=[CH:10][C:9]([CH2:12][CH2:13][C@H:14]2[CH2:19][CH2:18][C@H](C#N)[CH2:16][CH2:15]2)=[CH:8][CH:7]=1)[CH2:2][CH2:3][CH2:4][CH3:5].[OH-:22].[K+].[CH2:24]([OH:26])[CH3:25]>O>[CH2:1]([C:6]1[CH:11]=[CH:10][C:9]([CH2:12][CH2:13][C@H:14]2[CH2:19][CH2:18][C@H:25]([C:24]([OH:22])=[O:26])[CH2:16][CH2:15]2)=[CH:8][CH:7]=1)[CH2:2][CH2:3][CH2:4][CH3:5] |f:1.2|. Reported procedure: A mixture of 567 mg of trans-4-[2-(p-pentylphenyl)ethyl]cyclohexanecarbonitrile and 20 ml of a 10:1 mixture of 2N potassium hydroxide solution and ethanol was heated to reflux for 2 hours under argon gasification in a round flask provided with a reflux condenser. The cooled mixture was diluted with 20 ml of water and extracted twice with 30 ml of diethyl ether each time. The separated aqueous phase was acidified with about 20 ml of 2N sulphuric acid and extracted three times with 50 ml of diethy...